This data is from the Open Reaction Database (ORD), a public repository of structured organic reaction records. The task is: describe an organic reaction: reactants, conditions, products, and yield The reactants are C(C1=CC=CC=C1)N1CC2CN(CC(C1)C2)CC2=CC=CC=C2 (3,7-dibenzyl-3,7-diazabicyclo[3.3.1]nonane). Reagents/catalysts: [Pd] (Pd/C). Run in C(C)O (ethanol). Yields the product C(C1=CC=CC=C1)N1CC2CNCC(C1)C2 (3-Benzyl-3,7-diazabicyclo[3.3.1]nonane). As a reaction SMILES: [CH2:1]([N:8]1[CH2:15][CH:14]2[CH2:16][CH:10]([CH2:11][N:12](CC3C=CC=CC=3)[CH2:13]2)[CH2:9]1)[C:2]1[CH:7]=[CH:6][CH:5]=[CH:4][CH:3]=1>C(O)C.[Pd]>[CH2:1]([N:8]1[CH2:9][CH:10]2[CH2:16][CH:14]([CH2:13][NH:12][CH2:11]2)[CH2:15]1)[C:2]1[CH:7]=[CH:6][CH:5]=[CH:4][CH:3]=1. Procedure: A solution of 3,7-dibenzyl-3,7-diazabicyclo[3.3.1]nonane (from step (ii) above; 97 g; 6.4 mmol) in aqueous ethanol (95%) was hydrogenated over 5% Pd/C at 1 atm. until tic indicated that the reaction was complete. The catalyst was removed by filtration through a pad of Celite®, and the filtrate concentrated under reduced pressure to give the sub-title compound in quantitative yield. Reactants: O=C(NC(=S)Nc1cc(Br)cc(OCc2ccccc2)c1)c1ccccc1, C1CCOC1, [Na+], [OH-], O. Yields the product NC(=S)Nc1cc(Br)cc(OCc2ccccc2)c1. Reaction SMILES: [C:1](=[O:2])([c:3]1[cH:4][cH:5][cH:6][cH:7][cH:8]1)[NH:9][C:10](=[S:11])[NH:12][c:13]1[cH:14][c:15]([O:20][CH2:21][c:22]2[cH:23][cH:24][cH:25][cH:26][cH:27]2)[cH:16][c:17]([Br:19])[cH:18]1.[CH2:30]1[O:31][CH2:32][CH2:33][CH2:34]1.[Na+:29].[OH-:28].[OH2:35]>>[NH2:9][C:10](=[S:11])[NH:12][c:13]1[cH:14][c:15]([O:20][CH2:21][c:22]2[cH:23][cH:24][cH:25][cH:26][cH:27]2)[cH:16][c:17]([Br:19])[cH:18]1.